describe an organic reaction: reactants, conditions, products, and yield From a dataset of the Open Reaction Database (ORD), a public repository of structured organic reaction records. Starting materials: C(#N)C1=NC(=C(C2=CC=C(C=C12)OC1=CC=CC=C1)O)C(=O)OC (Methyl 1-cyano-4-hydroxy-7-phenoxyisoquinoline-3-carboxylate), NCC[C@@H](C(=O)O)O ((S)-4-amino-2-hydroxybutanoic acid), C[O-].[Na+] (sodium methoxide). Solvent: COCCO (2-methoxyethanol). Product: C(#N)C1=NC(=C(C2=CC=C(C=C12)OC1=CC=CC=C1)O)C(=O)NCC[C@@H](C(=O)O)O ((S)-4-(1-Cyano-4-hydroxy-7-phenoxyisoquinoline-3-carboxamido)-2-hydroxybutanoic acid). As a reaction SMILES: [C:1]([C:3]1[C:12]2[C:7](=[CH:8][CH:9]=[C:10]([O:13][C:14]3[CH:19]=[CH:18][CH:17]=[CH:16][CH:15]=3)[CH:11]=2)[C:6]([OH:20])=[C:5]([C:21](OC)=[O:22])[N:4]=1)#[N:2].[NH2:25][CH2:26][CH2:27][C@H:28]([OH:32])[C:29]([OH:31])=[O:30].C[O-].[Na+]>COCCO>[C:1]([C:3]1[C:12]2[C:7](=[CH:8][CH:9]=[C:10]([O:13][C:14]3[CH:15]=[CH:16][CH:17]=[CH:18][CH:19]=3)[CH:11]=2)[C:6]([OH:20])=[C:5]([C:21]([NH:25][CH2:26][CH2:27][C@H:28]([OH:32])[C:29]([OH:31])=[O:30])=[O:22])[N:4]=1)#[N:2] |f:2.3|. Procedure details: Methyl 1-cyano-4-hydroxy-7-phenoxyisoquinoline-3-carboxylate (200 mg, 0.63 mmol), (S)-4-amino-2-hydroxybutanoic acid (372 mg, 3.13 mmol, Sigma-Aldrich) and sodium methoxide (155 mg, 2.87 mmol) were suspended in 2-methoxyethanol (7 mL). The resulting mixture was heated to reflux for 3 hours and then cooled to room temperature. The solvent was removed in vacuo and the residue was dissolved in H2O (20 mL) and EtOAc (20 mL). To the stirred mixture was added 1 N hydrochloric acid until pH was 1. The ... Reactants: E2, FC=1C=C(C=CC1OC1=CC=C(C=C1)F)CO ((3-fluoro-4-(4-fluorophenoxyl)phenyl)methanol), ClC1=NC(N2C(N(CCC2)C)=C1)=O (8-chloro-1-methyl-3,4-dihydro-1H-pyrimido[1,6-a]pyrimidin-6(2H)-one). The product is FC=1C=C(COC2=NC(N3C(N(CCC3)C)=C2)=O)C=CC1OC1=CC=C(C=C1)F (8-((3-fluoro-4-(4-fluorophenoxy)benzyl)oxy)-1-methyl-3,4-dihydro-1H-pyrimido[1,6-a]pyrimidin-6(2H)-one). As a reaction SMILES: [F:1][C:2]1[CH:3]=[C:4]([CH2:16][OH:17])[CH:5]=[CH:6][C:7]=1[O:8][C:9]1[CH:14]=[CH:13][C:12]([F:15])=[CH:11][CH:10]=1.Cl[C:19]1[CH:29]=[C:23]2[N:24]([CH3:28])[CH2:25][CH2:26][CH2:27][N:22]2[C:21](=[O:30])[N:20]=1>>[F:1][C:2]1[CH:3]=[C:4]([CH:5]=[CH:6][C:7]=1[O:8][C:9]1[CH:14]=[CH:13][C:12]([F:15])=[CH:11][CH:10]=1)[CH2:16][O:17][C:19]1[CH:29]=[C:23]2[N:24]([CH3:28])[CH2:25][CH2:26][CH2:27][N:22]2[C:21](=[O:30])[N:20]=1. Procedure: The title compound or its salt was prepared by a procedure similar to that described for E2 starting from (3-fluoro-4-(4-fluorophenoxyl)phenyl)methanol and 8-chloro-1-methyl-3,4-dihydro-1H-pyrimido[1,6-a]pyrimidin-6(2H)-one. Reactants: O=C(O)c1cc(=O)c2c(OCC(O)COc3cccc4oc(C(=O)O)cc(=O)c34)cccc2o1, CCCCCCCCCCCCCCCCCC(=O)OCC(CCCC(=O)O)COC(=O)C(NC(c1ccccc1)(c1ccccc1)c1ccccc1)C(C)C, CN(C)c1ccccn1, C(=NC1CCCCC1)=NC1CCCCC1, ClCCl. Product: CCCCCCCCCCCCCCCCCC(=O)OCC(CCCC(=O)OC(COc1cccc2oc(C(=O)O)cc(=O)c12)COc1cccc2oc(C(=O)O)cc(=O)c12)COC(=O)C(NC(c1ccccc1)(c1ccccc1)c1ccccc1)C(C)C. RXN SMILES: [C:1](=[O:2])([OH:3])[c:4]1[o:5][c:6]2[cH:7][cH:8][cH:9][c:10]([O:15][CH2:16][CH:17]([CH2:18][O:19][c:20]3[c:21]4[c:22](=[O:33])[cH:23][c:24]([C:30](=[O:31])[OH:32])[o:25][c:26]4[cH:27][cH:28][cH:29]3)[OH:34])[c:11]2[c:12](=[O:14])[cH:13]1.[C:35]([c:36]1[cH:37][cH:38][cH:39][cH:40][cH:41]1)([c:42]1[cH:43][cH:44][cH:45][cH:46][cH:47]1)([c:48]1[cH:49][cH:50][cH:51][cH:52][cH:53]1)[NH:54][CH:55]([CH:56]([CH3:57])[CH3:58])[C:59](=[O:60])[O:61][CH2:62][CH:63]([CH2:64][CH2:65][CH2:66][C:67](=[O:68])[OH:69])[CH2:70][O:71][C:72]([CH2:73][CH2:74][CH2:75][CH2:76][CH2:77][CH2:78][CH2:79][CH2:80][CH2:81][CH2:82][CH2:83][CH2:84][CH2:85][CH2:86][CH2:87][CH2:88][CH3:89])=[O:90].[CH3:91][N:92]([c:93]1[cH:94][cH:95][cH:96][cH:97][n:98]1)[CH3:99].[CH:100]1([N:101]=[C:102]=[N:103][CH:104]2[CH2:105][CH2:106][CH2:107][CH2:108][CH2:109]2)[CH2:110][CH2:111][CH2:112][CH2:113][CH2:114]1.[Cl:115][CH2:116][Cl:117]>>[C:1](=[O:2])([OH:3])[c:4]1[o:5][c:6]2[cH:7][cH:8][cH:9][c:10]([O:15][CH2:16][CH:17]([CH2:18][O:19][c:20]3[c:21]4[c:22](=[O:33])[cH:23][c:24]([C:30](=[O:31])[OH:32])[o:25][c:26]4[cH:27][cH:28][cH:29]3)[O:34][C:67]([CH2:66][CH2:65][CH2:64][CH:63]([CH2:62][O:61][C:59]([CH:55]([NH:54][C:35]([c:36]3[cH:37][cH:38][cH:39][cH:40][cH:41]3)([c:42]3[cH:43][cH:44][cH:45][cH:46][cH:47]3)[c:48]3[cH:49][cH:50][cH:51][cH:52][cH:53]3)[CH:56]([CH3:57])[CH3:58])=[O:60])[CH2:70][O:71][C:72]([CH2:73][CH2:74][CH2:75][CH2:76][CH2:77][CH2:78][CH2:79][CH2:80][CH2:81][CH2:82][CH2:83][CH2:84][CH2:85][CH2:86][CH2:87][CH2:88][CH3:89])=[O:90])=[O:68])[c:11]2[c:12](=[O:14])[cH:13]1. The reactants are NCCCCC1=CC=C(C=C1)C=1C=CC(NN1)=O (6-[4-(4-aminobutyl)phenyl]pyridazin-3(2H)-one), N1=NC=C(C=C1)C(=O)O (pyridazin-4-carboxylic acid). Product: N1=NC=C(C=C1)C(=O)NCCCCC1=CC=C(C=C1)C=1C=CC(NN1)=O (6-[4-[4-(pyridazin-4-ylcarbonylamino)butyl]-phenyl]pyridazin-3(2H)-one). As a reaction SMILES: [NH2:1][CH2:2][CH2:3][CH2:4][CH2:5][C:6]1[CH:11]=[CH:10][C:9]([C:12]2[CH:13]=[CH:14][C:15](=[O:18])[NH:16][N:17]=2)=[CH:8][CH:7]=1.[N:19]1[CH:24]=[CH:23][C:22]([C:25](O)=[O:26])=[CH:21][N:20]=1>>[N:19]1[CH:24]=[CH:23][C:22]([C:25]([NH:1][CH2:2][CH2:3][CH2:4][CH2:5][C:6]2[CH:7]=[CH:8][C:9]([C:12]3[CH:13]=[CH:14][C:15](=[O:18])[NH:16][N:17]=3)=[CH:10][CH:11]=2)=[O:26])=[CH:21][N:20]=1. Procedure details: By treating 6-[4-(4-aminobutyl)phenyl]pyridazin-3(2H)-one and pyridazin-4-carboxylic acid in the same manner as in Example 87, 6-[4-[4-(pyridazin-4-ylcarbonylamino)butyl]-phenyl]pyridazin-3(2H)-one was obtained. Reactants: COC(=O)C=1C(=C2C=C(C(N(C2=CN1)CC1=CC=CC=C1)=O)Br)O (1-benzyl-3-bromo-5-hydroxy-2-oxo-1,2-dihydro-[1,7]naphthyridine-6-carboxylic acid methyl ester), C(CCC)[Sn](C=1SC=CN1)(CCCC)CCCC (2-tributylstannanyl-thiazole), Cl (HCl), CCOC(=O)C (EtOAc). Reagents/catalysts: Cl[Pd]([P](C1=CC=CC=C1)(C2=CC=CC=C2)C3=CC=CC=C3)([P](C4=CC=CC=C4)(C5=CC=CC=C5)C6=CC=CC=C6)Cl (PdCl2(PPh3)2). The solvent is CN(C)C=O (DMF), [Cl-].[Na+].O (brine). Reaction conditions: temperature 120 celsius. The product is COC(=O)C=1C(=C2C=C(C(N(C2=CN1)CC1=CC=CC=C1)=O)C=1SC=CN1)O (1-Benzyl-5-hydroxy-2-oxo-3-thiazol-2-yl-1,2-dihydro-[1,7]naphthyridine-6-carboxylic acid methyl ester). Isolated yield 33.9%. As a reaction SMILES: [CH3:1][O:2][C:3]([C:5]1[C:6]([OH:24])=[C:7]2[C:12](=[CH:13][N:14]=1)[N:11]([CH2:15][C:16]1[CH:21]=[CH:20][CH:19]=[CH:18][CH:17]=1)[C:10](=[O:22])[C:9](Br)=[CH:8]2)=[O:4].C([Sn](CCCC)(CCCC)[C:30]1[S:31][CH:32]=[CH:33][N:34]=1)CCC.CCOC(C)=O.Cl>CN(C=O)C.[Cl-].[Na+].O.Cl[Pd](Cl)([P](C1C=CC=CC=1)(C1C=CC=CC=1)C1C=CC=CC=1)[P](C1C=CC=CC=1)(C1C=CC=CC=1)C1C=CC=CC=1>[CH3:1][O:2][C:3]([C:5]1[C:6]([OH:24])=[C:7]2[C:12](=[CH:13][N:14]=1)[N:11]([CH2:15][C:16]1[CH:21]=[CH:20][CH:19]=[CH:18][CH:17]=1)[C:10](=[O:22])[C:9]([C:30]1[S:31][CH:32]=[CH:33][N:34]=1)=[CH:8]2)=[O:4] |f:5.6.7,^1:60,79|. Procedure details: A mixture of 1-benzyl-3-bromo-5-hydroxy-2-oxo-1,2-dihydro-[1,7]naphthyridine-6-carboxylic acid methyl ester (80 mg, 0.21 mmol), 2-tributylstannanyl-thiazole (0.1 mL, 0.31 mmol), and PdCl2(PPh3)2 (29 mg, 0.041 mmol) in DMF (4 mL) was heated at 120° C. under nitrogen atmosphere for 2 h. After the mixture was cooled to r.t., brine (10 mL) and EtOAc (20 mL) were added. 1 M HCl was added with stirring until pH was about 3-4, and the organic layer was washed with water and dried over MgSO4. After evap... The reactants are BrC1CCN(C2=NC(=C(N=C21)C2=CC=CC=C2)C2=CC=CC=C2)C(=O)OC(C)(C)C (tert-butyl 8-bromo-2,3-diphenyl-7,8-dihydropyrido[2,3-b]pyrazine-5(6H)-carboxylate), BrC1CCN(C2=NC(=C(N=C21)C2=CC=CC=C2)C2=CC=CC=C2)C(=O)OC(C)(C)C (tert-butyl 8-bromo-2,3-diphenyl-7,8-dihydropyrido[2,3-b]pyrazine-5(6H)-carboxylate), CO (MeOH). The reagents and catalysts are C([O-])([O-])=O.[Ag+2] (silver carbonate). Reaction conditions: time 2.5 hour. The product is COC1CCN(C2=NC(=C(N=C21)C2=CC=CC=C2)C2=CC=CC=C2)C(=O)OC(C)(C)C (tert-Butyl 8-methoxy-2,3-diphenyl-7,8-dihydropyrido[2,3-b]pyrazine-5(6H)-carboxylate). Reaction SMILES: Br[CH:2]1[C:11]2[C:6](=[N:7][C:8]([C:18]3[CH:23]=[CH:22][CH:21]=[CH:20][CH:19]=3)=[C:9]([C:12]3[CH:17]=[CH:16][CH:15]=[CH:14][CH:13]=3)[N:10]=2)[N:5]([C:24]([O:26][C:27]([CH3:30])([CH3:29])[CH3:28])=[O:25])[CH2:4][CH2:3]1.[CH3:31][OH:32]>C(=O)([O-])[O-].[Ag+2]>[CH3:31][O:32][CH:2]1[C:11]2[C:6](=[N:7][C:8]([C:18]3[CH:23]=[CH:22][CH:21]=[CH:20][CH:19]=3)=[C:9]([C:12]3[CH:17]=[CH:16][CH:15]=[CH:14][CH:13]=3)[N:10]=2)[N:5]([C:24]([O:26][C:27]([CH3:30])([CH3:29])[CH3:28])=[O:25])[CH2:4][CH2:3]1 |f:2.3|. Procedure details: To a solution of tert-butyl 8-bromo-2,3-diphenyl-7,8-dihydropyrido[2,3-b]pyrazine-5(6H)-carboxylate (Intermediate H) (200 mg, 0.429 mmol) in dry MeOH (8 ml, 198 mmol) was added silver carbonate (237 mg, 0.858 mmol). The mixture was stirred at RT for 2.5 hours under nitrogen and then filtered through Celite® (filter material) washing through with methanol (25 ml). The filtrate was concentrated in vacuo to afford the title compound; The reactants are CS(C)=O, CCOC(C)=O, N#Cc1ccc(F)cc1Cl, [H-], OCCCN1CCCCC1, [Na+]. Product: N#Cc1ccc(OCCCN2CCCCC2)cc1Cl. Reaction SMILES: [CH3:23][S:24]([CH3:25])=[O:26].[CH3:27][CH2:28][O:29][C:30](=[O:31])[CH3:32].[Cl:1][c:2]1[c:3]([C:4]#[N:5])[cH:6][cH:7][c:8]([F:10])[cH:9]1.[H-:21].[N:11]1([CH2:17][CH2:18][CH2:19][OH:20])[CH2:12][CH2:13][CH2:14][CH2:15][CH2:16]1.[Na+:22]>>[Cl:1][c:2]1[c:3]([C:4]#[N:5])[cH:6][cH:7][c:8]([O:20][CH2:19][CH2:18][CH2:17][N:11]2[CH2:12][CH2:13][CH2:14][CH2:15][CH2:16]2)[cH:9]1. The reactants are CC(=O)C=1C=CC2=C(CCCCO2)C1 (2,3,4,5-tetrahydro-1-benzoxepin-7-yl methyl ketone), [BH4-].[Na+] (sodium borohydride). Solvent: CO (methanol). Product: CC(O)C=1C=CC2=C(CCCCO2)C1 (2,3,4,5-tetrahydro-α-methyl-1-benzoxepine-7-methanol). Isolated yield 81.9%. Reaction SMILES: [CH3:1][C:2]([C:4]1[CH:5]=[CH:6][C:7]2[O:13][CH2:12][CH2:11][CH2:10][CH2:9][C:8]=2[CH:14]=1)=[O:3].[BH4-].[Na+]>CO>[CH3:1][CH:2]([C:4]1[CH:5]=[CH:6][C:7]2[O:13][CH2:12][CH2:11][CH2:10][CH2:9][C:8]=2[CH:14]=1)[OH:3] |f:1.2|. Procedure: 6.90 g of 2,3,4,5-tetrahydro-1-benzoxepin-7-yl methyl ketone in 60 ml of methanol were treated portionwise with 2.33 g of sodium borohydride (NaBH4) at 0° C. while stirring. After a half hour the reaction mixture was poured on to ice, extracted with ether. The extract was washed with water, dried and evaporated. Chromatography on silica gel (petroleum ether/ethyl acetate 8:2) yielded 5.71 g of 2,3,4,5-tetrahydro-α-methyl-1-benzoxepine-7-methanol as a colorless oil. The reactants are CC=1C=CC(=C(C(=O)O)C1)N1N=CC=N1 (5-methyl-2-(2H-1,2,3-triazol-2-yl)benzoic acid), FC1=C(C(=O)O)C(=CC=C1)I (2-fluoro-6-iodobenzoic acid), N1N=NC=C1 (1,2,3-triazole). Yields the product FC1=C(C(=O)O)C(=CC=C1)N1N=CC=N1 (2-Fluoro-6-(2H-1,2,3-triazol-2-yl)benzoic acid). RXN SMILES: C[C:2]1[CH:3]=[CH:4][C:5]([N:11]2[N:15]=[CH:14][CH:13]=[N:12]2)=[C:6]([CH:10]=1)[C:7]([OH:9])=[O:8].[F:16]C1C=CC=C(I)C=1C(O)=O.N1C=CN=N1>>[F:16][C:10]1[CH:2]=[CH:3][CH:4]=[C:5]([N:11]2[N:15]=[CH:14][CH:13]=[N:12]2)[C:6]=1[C:7]([OH:9])=[O:8]. Reported procedure: The title compound was prepared following the same general protocol as described for 5-methyl-2-(2H-1,2,3-triazol-2-yl)benzoic acid in Example A11 using 2-fluoro-6-iodobenzoic acid and 1,2,3-triazole. ESI-MS (m/z): 208 [M+1]+.